This data is from the Open Reaction Database (ORD), a public repository of structured organic reaction records. The task is: describe an organic reaction: reactants, conditions, products, and yield Reactants: C(C1=CC=CC=C1)NC1=C(C(=NC2=CC=CC=C12)C)C(C)=O (1-(4-benzylamino-2-methyl-3-quinolinyl)-ethanone), [BH4-].[Na+] (sodium borohydride), C(C)(C)O (isopropanol), CO (methanol). The solvent is O (water). Conditions: time 1 hour. Reaction SMILES: [CH2:1]([NH:8][C:9]1[C:18]2[C:13](=[CH:14][CH:15]=[CH:16][CH:17]=2)[N:12]=[C:11]([CH3:19])[C:10]=1[C:20](=[O:22])[CH3:21])[C:2]1[CH:7]=[CH:6][CH:5]=[CH:4][CH:3]=1.[BH4-].[Na+].C(O)(C)C.CO>O>[CH2:1]([NH:8][C:9]1[C:18]2[C:13](=[CH:14][CH:15]=[CH:16][CH:17]=2)[N:12]=[C:11]([CH3:19])[C:10]=1[CH:20]([CH3:21])[OH:22])[C:2]1[CH:3]=[CH:4][CH:5]=[CH:6][CH:7]=1 |f:1.2|. Procedure: A solution prepared from 1-(4-benzylamino-2-methyl-3-quinolinyl)-ethanone (4 g), sodium borohydride (1 g), 75 ml of isopropanol and 25 ml of methanol was stirred one hour at 45°, cooled, stirred with 500 ml of water and extracted with dichloromethane. The organic extract was washed with water and saturated sodium chloride and dried over anhydrous sodium sulfate, filtered and evaporated to 4 g of solid. This material was purified by flash chromatography (silica, 10% methanol in dichloromethane) t... Product: C(C1=CC=CC=C1)NC1=C(C(=NC2=CC=CC=C12)C)C(O)C (4-Benzylamino-α,2-dimethyl-3-quinolinemethanol). Isolated yield 89.4%. The reactants are BrC=1C=C(C(=O)Cl)C=C(C1)Br (3,5-dibromobenzoyl chloride), C1(=CC=C(C=C1)C#N)C1=CC=CC=C1 (4-biphenylcarbonitrile), [Sb](Cl)(Cl)(Cl)(Cl)Cl (antimony pentachloride). Solvent: C(Cl)(Cl)Cl (chloroform). Conditions: temperature 0 celsius, time 10 minute. The product is C1(=CC=C(C=C1)C1=NC(=[O+]C(=N1)C1=CC=C(C=C1)C1=CC=CC=C1)C1=CC(=CC(=C1)Br)Br)C1=CC=CC=C1 (4,6-bis(4-biphenylyl)-2-(3,5-dibromophenyl)-1,3,5-oxadiazin-1-ium), Cl[Sb-](Cl)(Cl)(Cl)(Cl)Cl (hexachloroantimonate). Reaction SMILES: [Br:1][C:2]1[CH:3]=[C:4]([CH:8]=[C:9]([Br:11])[CH:10]=1)[C:5]([Cl:7])=[O:6].[C:12]1([C:20]2[CH:25]=[CH:24][CH:23]=[CH:22][CH:21]=2)[CH:17]=[CH:16][C:15]([C:18]#[N:19])=[CH:14][CH:13]=1.[Sb:26]([Cl:31])([Cl:30])([Cl:29])([Cl:28])[Cl:27]>C(Cl)(Cl)Cl>[C:12]1([C:20]2[CH:21]=[CH:22][CH:23]=[CH:24][CH:25]=2)[CH:13]=[CH:14][C:15]([C:18]2[N:19]=[C:18]([C:15]3[CH:16]=[CH:17][C:12]([C:20]4[CH:21]=[CH:22][CH:23]=[CH:24][CH:25]=4)=[CH:13][CH:14]=3)[O+:6]=[C:5]([C:4]3[CH:3]=[C:2]([Br:1])[CH:10]=[C:9]([Br:11])[CH:8]=3)[N:19]=2)=[CH:16][CH:17]=1.[Cl:27][Sb-:26]([Cl:7])([Cl:31])([Cl:30])([Cl:29])[Cl:28]. Procedure: 2.98 g of 3,5-dibromobenzoyl chloride and 3.58 g of 4-biphenylcarbonitrile were dissolved in 40 mL of chloroform. The obtained solution was cooled to 0° C., and 2.99 g of antimony pentachloride was added dropwise to the cooled solution. The obtained mixed liquid was stirred at room temperature for 10 minutes, and then, heated under reflux for 14 hours. The obtained reaction mixture was cooled to room temperature, and then distilled under a reduced pressure to remove chloroform to give 4,6-bis(4-... Starting materials: CC(C)=O, CCO, CCOc1ccc(C=O)cc1OC, Cl, [Na+], [OH-], O. The product is CCOc1ccc(C=CC(C)=O)cc1OC. RXN SMILES: [CH3:17][C:18]([CH3:19])=[O:20].[CH3:21][CH2:22][OH:23].[CH3:3][O:4][c:5]1[cH:6][c:7]([CH:8]=[O:9])[cH:10][cH:11][c:12]1[O:13][CH2:14][CH3:15].[ClH:16].[Na+:2].[OH-:1].[OH2:24]>>[CH3:3][O:4][c:5]1[cH:6][c:7]([CH:8]=[CH:17][C:18]([CH3:19])=[O:20])[cH:10][cH:11][c:12]1[O:13][CH2:14][CH3:15]. The reactants are ClC=1C=C(C=CC1Cl)C=1SC=C(C1O)C(=O)C (2-(3,4-Dichlorophenyl)-3-hydroxy-4-methylcarbonylthiophene), N1(CCCC1)CCNC(=O)C=1SC(=CC1)C(=O)NN (5-(hydrazinocarbonyl)thiophene-2-carboxylic acid [2-(pyrrolidin-1-yl)ethyl]-amide). Solvent: CS(=O)C (dimethyl sulfoxide). The product is N1(CCCC1)CCNC(=O)C=1SC(=CC1)C(=O)NN=C(C)C1=CSC(=C1O)C1=CC(=C(C=C1)Cl)Cl (5-{1-[5-(3,4-Dichlorophenyl)-4-hydroxythiophen-3-yl]ethylidenehydrazinocarbonyl}thiophene-2-carboxylic acid [2-(pyrrolidin-1-yl)ethyl]amide). Isolated yield 29.0%. RXN SMILES: [Cl:1][C:2]1[CH:3]=[C:4]([C:9]2[S:10][CH:11]=[C:12]([C:15]([CH3:17])=O)[C:13]=2[OH:14])[CH:5]=[CH:6][C:7]=1[Cl:8].[N:18]1([CH2:23][CH2:24][NH:25][C:26]([C:28]2[S:29][C:30]([C:33]([NH:35][NH2:36])=[O:34])=[CH:31][CH:32]=2)=[O:27])[CH2:22][CH2:21][CH2:20][CH2:19]1>CS(C)=O>[N:18]1([CH2:23][CH2:24][NH:25][C:26]([C:28]2[S:29][C:30]([C:33]([NH:35][N:36]=[C:15]([C:12]3[C:13]([OH:14])=[C:9]([C:4]4[CH:5]=[CH:6][C:7]([Cl:8])=[C:2]([Cl:1])[CH:3]=4)[S:10][CH:11]=3)[CH3:17])=[O:34])=[CH:31][CH:32]=2)=[O:27])[CH2:22][CH2:21][CH2:20][CH2:19]1. Reported procedure: 2-(3,4-Dichlorophenyl)-3-hydroxy-4-methylcarbonylthiophene (22 mg, 0.075 mmol) in dimethyl sulfoxide (2.0 mL) was heated with 5-(hydrazinocarbonyl)thiophene-2-carboxylic acid [2-(pyrrolidin-1-yl)ethyl]-amide (21 mg, 0.075 mmol) prepared in Reference Synthetic Example 1 at 100° C. for 24 hours. Evaporation of the solvent followed by recrystallization from chloroform (1 mL)-diethyl ether (2 mL) affored 12 mg of the desired product (yield 29%). Reactants: ClC(=O)OC1=CC=CC=C1 (Phenyl chloroformate), C(C)S(=O)(=O)C(C)(C)C1=NC(=NC(=C1)N1[C@H](COCC1)C)C1=CC=C(N)C=C1 (4-[4-(2-ethylsulfonylpropan-2-yl)-6-[(3S)-3-methylmorpholin-4-yl]pyrimidin-2-yl]aniline), C([O-])(O)=O.[Na+] (sodium bicarbonate). Run in O1CCOCC1 (dioxane). Reaction conditions: time 2 hour. Product: C(C)S(=O)(=O)C(C)(C)C1=NC(=NC(=C1)N1[C@H](COCC1)C)C1=CC=C(C=C1)NC(OC1=CC=CC=C1)=O (Phenyl N-[4-[4-(2-ethylsulfonylpropan-2-yl)-6-[(3S)-3-methylmorpholin-4-yl]pyrimidin-2-yl]phenyl]carbamate). Isolated yield 89.8%. Reaction SMILES: Cl[C:2]([O:4][C:5]1[CH:10]=[CH:9][CH:8]=[CH:7][CH:6]=1)=[O:3].[CH2:11]([S:13]([C:16]([C:19]1[CH:24]=[C:23]([N:25]2[CH2:30][CH2:29][O:28][CH2:27][C@@H:26]2[CH3:31])[N:22]=[C:21]([C:32]2[CH:38]=[CH:37][C:35]([NH2:36])=[CH:34][CH:33]=2)[N:20]=1)([CH3:18])[CH3:17])(=[O:15])=[O:14])[CH3:12].C(=O)(O)[O-].[Na+]>O1CCOCC1>[CH2:11]([S:13]([C:16]([C:19]1[CH:24]=[C:23]([N:25]2[CH2:30][CH2:29][O:28][CH2:27][C@@H:26]2[CH3:31])[N:22]=[C:21]([C:32]2[CH:33]=[CH:34][C:35]([NH:36][C:2](=[O:3])[O:4][C:5]3[CH:10]=[CH:9][CH:8]=[CH:7][CH:6]=3)=[CH:37][CH:38]=2)[N:20]=1)([CH3:17])[CH3:18])(=[O:14])=[O:15])[CH3:12] |f:2.3|. Procedure: Phenyl chloroformate (0.373 mL, 2.97 mmol) was added dropwise to 4-[4-(2-ethylsulfonylpropan-2-yl)-6-[(3S)-3-methylmorpholin-4-yl]pyrimidin-2-yl]aniline (1.20 g, 2.97 mmol) and sodium bicarbonate (0.374 g, 4.45 mmol) in dioxane (25 mL) under nitrogen. The resulting suspension was stirred at RT for 2 hours. The reaction mixture was evaporated to dryness and partitioned between ethyl acetate (150 mL) and water (150 mL). The organic layer was dried (MgSO4), filtered and evaporated to give the desir... Reactants: COCCOC, CS(=O)c1nc(N)cc(-c2ccco2)c1C#N, NCc1ccccn1. The product is N#Cc1c(-c2ccco2)cc(N)nc1NCc1ccccn1. As a reaction SMILES: [CH3:26][O:27][CH2:28][CH2:29][O:30][CH3:31].[NH2:1][c:2]1[n:3][c:4]([S:15]([CH3:16])=[O:17])[c:5]([C:6]#[N:7])[c:8](-[c:10]2[o:11][cH:12][cH:13][cH:14]2)[cH:9]1.[c:18]1([CH2:24][NH2:25])[cH:19][cH:20][cH:21][cH:22][n:23]1>>[NH2:1][c:2]1[n:3][c:4]([NH:25][CH2:24][c:18]2[cH:19][cH:20][cH:21][cH:22][n:23]2)[c:5]([C:6]#[N:7])[c:8](-[c:10]2[o:11][cH:12][cH:13][cH:14]2)[cH:9]1. Starting materials: FC(C1=NC2=C(N1C1=NC(=NC(=N1)N1CCOCC1)OC1CCN(CC1)C(=O)OC(C)(C)C)C=CC=C2OC)F (tert-butyl 4-(4-(2-(difluoromethyl)-4-methoxy-1H-benzimidazol-1-yl)-6-morpholino-1,3,5-triazin-2-yloxy)piperidine-1-carboxylate), C(=O)(C(F)(F)F)O (TFA). Run in C(Cl)Cl (CH2Cl2). Yields the product N1C=NC2=C1C=CC=C2 (1H-benzimidazole). Reaction SMILES: FC(F)[C:3]1[N:7](C2N=C(N3CCOCC3)N=C(OC3CCN(C(OC(C)(C)C)=O)CC3)N=2)[C:6]2[CH:34]=[CH:35][CH:36]=[C:37](OC)[C:5]=2[N:4]=1.C(O)(C(F)(F)F)=O>C(Cl)Cl>[NH:4]1[C:5]2[CH:37]=[CH:36][CH:35]=[CH:34][C:6]=2[N:7]=[CH:3]1. Procedure: Treatment of tert-butyl 4-(4-(2-(difluoromethyl)-4-methoxy-1H-benzimidazol-1-yl)-6-morpholino-1,3,5-triazin-2-yloxy)piperidine-1-carboxylate (112 mg, 0.2 mmol) with TFA (5 mL) in CH2Cl2 (10 mL), followed by quenching with aqueous NH3 gave 2-(difluoromethyl)-4-methoxy-1-(4-morpholinyl)-6-(4-piperidinyloxy)-1,3,5-triazin-2-yl]-1H-benzimidazole: 1H NMR (DMSO-d6) δ 7.96 (dd, J=8.4, 0.5 Hz, 1H), 7.71 (t, JHF=52.8 Hz, 1H), 7.44 (t, J=8.3 Hz, 1H), 6.98 (d, J=7.7 Hz, 1H), 5.11 (m, 1H), 3.98 (s, 3H), 3.8... Starting materials: CC(C)(C)OC(=O)N1CCC(n2cnc3cc(C#N)ccc32)CC1, ClCCl. Yields the product N#Cc1ccc2c(c1)ncn2C1CCNCC1. As a reaction SMILES: [C:1]([O:2][C:3](=[O:4])[N:8]1[CH2:9][CH2:10][CH:11]([n:14]2[cH:15][n:16][c:17]3[c:18]2[cH:19][cH:20][c:21]([C:23]#[N:24])[cH:22]3)[CH2:12][CH2:13]1)([CH3:5])([CH3:6])[CH3:7].[Cl:25][CH2:26][Cl:27]>>[NH:8]1[CH2:9][CH2:10][CH:11]([n:14]2[cH:15][n:16][c:17]3[c:18]2[cH:19][cH:20][c:21]([C:23]#[N:24])[cH:22]3)[CH2:12][CH2:13]1. The reactants are resultant mixture, ClC(COC(NC1=CC=C(C=C1)SC1=C(C=C(C=C1)C(NC1=CC=C(C=C1)Br)=O)[N+](=O)[O-])=O)(Cl)Cl ({4-[4-(4-Bromo-phenylcarbamoyl)-2-nitro-phenylsulfanyl]-phenyl}-carbamic acid 2,2,2-trichloro-ethyl ester), [Cl-].[NH4+] (ammonium chloride), O1CCCC1 (tetrahydrofuran), O (water). The reagents and catalysts are [Fe] (iron). The solvent is C(C)O (ethanol), C(C)O (ethanol). Product: ClC(COC(NC1=CC=C(C=C1)SC1=C(C=C(C=C1)C(NC1=CC=C(C=C1)Br)=O)N)=O)(Cl)Cl ({4-[2-Amino-4-(4-bromo-phenylcarbamoyl)-phenylsulfanyl]-phenyl}-carbamic acid 2,2,2-trichloro-ethyl ester). The yield is 95.0%. Reaction SMILES: [Cl:1][C:2]([Cl:35])([Cl:34])[CH2:3][O:4][C:5](=[O:33])[NH:6][C:7]1[CH:12]=[CH:11][C:10]([S:13][C:14]2[CH:19]=[CH:18][C:17]([C:20](=[O:29])[NH:21][C:22]3[CH:27]=[CH:26][C:25]([Br:28])=[CH:24][CH:23]=3)=[CH:16][C:15]=2[N+:30]([O-])=O)=[CH:9][CH:8]=1.[Cl-].[NH4+].O1CCCC1.O>C(O)C.[Fe]>[Cl:35][C:2]([Cl:1])([Cl:34])[CH2:3][O:4][C:5](=[O:33])[NH:6][C:7]1[CH:12]=[CH:11][C:10]([S:13][C:14]2[CH:19]=[CH:18][C:17]([C:20](=[O:29])[NH:21][C:22]3[CH:27]=[CH:26][C:25]([Br:28])=[CH:24][CH:23]=3)=[CH:16][C:15]=2[NH2:30])=[CH:9][CH:8]=1 |f:1.2|. Reported procedure: A solution of the product of Example 100B (1.23 g, 2.0 mmol), iron powder (0.56 g, 10.0 mmol) and ammonium chloride (0.16 g, 3.0) in an ethanol (30 mL), tetrahydrofuran (30 mL), and water (10 mL) solution was heated to reflux for 6 hours. The resultant mixture was diluted with ethanol (50 mL) and filtered through a pad of celite. The filtrate was concentrated under vacuum to a volume of 10 mL, the solution diluted with water (50 mL) and extracted with ethyl acetate (2×50 mL). The combined extrac... The reactants are NCCCNC1=NC=CC=C1 (2-(3-aminopropylamino)pyridine), CN=C=S (methyl isothiocyanate). Run in C(C)(C)O (isopropyl alcohol). Yields the product CNC(=S)NCCCNC1=NC=CC=C1 (N-methyl-N'-[3-(2-pyridylamino)propyl]thiourea). The yield is 60.3%. Reaction SMILES: [NH2:1][CH2:2][CH2:3][CH2:4][NH:5][C:6]1[CH:11]=[CH:10][CH:9]=[CH:8][N:7]=1.[CH3:12][N:13]=[C:14]=[S:15]>C(O)(C)C>[CH3:12][NH:13][C:14]([NH:1][CH2:2][CH2:3][CH2:4][NH:5][C:6]1[CH:11]=[CH:10][CH:9]=[CH:8][N:7]=1)=[S:15]. Reported procedure: A solution of 2-(3-aminopropylamino)pyridine (2.74 g.) and methyl isothiocyanate (1.46 g.) in isopropyl alcohol (50 ml.) was stirred at room temperature for 16 hours. Concentration, followed by trituration of the residue under methyl ethyl ketone gave the crude product which was recrystallised from aqueous ethanol to give N-methyl-N'-[3-(2-pyridylamino)propyl]thiourea (2.45 g.), m.p. 134°-135°. (Found: C, 53.4; H, 7.2; N, 25.0; S, 14.3. C10H16N4S requires: C, 53.5; H, 7.2; N, 25.0; S, 14.3).